Task: describe an organic reaction: reactants, conditions, products, and yield. Dataset: the Open Reaction Database (ORD), a public repository of structured organic reaction records The product is ClC1=C(C=C(C(=C1)[N+](=O)[O-])Cl)CC(=O)OCC (Ethyl (2,5-dichloro-4-nitrophenyl)acetate). Reaction conditions: temperature 60 celsius, time 2 hour. Reported procedure: (2,5-dichloro-4-nitrophenyl)acetic acid (22) (Valerie K. Chamberlain and R. L. Wain. Ann. appl. Biol. (1971), 69, 65-72.) (500 mg, 2.0 mmol) was dissolved in ethanol (10 ml), and after adding p-toluenesulfonic acid monohydrate (50 mg, 0.26.mmol), the mixture was stirred at 60° C. for 2 hours. The reaction mixture was cooled to room temperature, and concentrated and exsiccated under reduced pressure. To the resulting residue was added a saturated solution of sodiumbicarbonate (30 ml), and the mix... As a reaction SMILES: [Cl:1][C:2]1[CH:7]=[C:6]([N+:8]([O-:10])=[O:9])[C:5]([Cl:11])=[CH:4][C:3]=1[CH2:12][C:13]([OH:15])=[O:14].O.[C:17]1(C)C=CC(S(O)(=O)=O)=C[CH:18]=1>C(O)C>[Cl:1][C:2]1[CH:7]=[C:6]([N+:8]([O-:10])=[O:9])[C:5]([Cl:11])=[CH:4][C:3]=1[CH2:12][C:13]([O:15][CH2:17][CH3:18])=[O:14] |f:1.2|. Reactants: ClC1=C(C=C(C(=C1)[N+](=O)[O-])Cl)CC(=O)O ((2,5-dichloro-4-nitrophenyl)acetic acid), O.C1(=CC=C(C=C1)S(=O)(=O)O)C (p-toluenesulfonic acid monohydrate). The yield is 690.9%. Solvent: C(C)O (ethanol).